Task: describe an organic reaction: reactants, conditions, products, and yield. Dataset: the Open Reaction Database (ORD), a public repository of structured organic reaction records Starting materials: IC1=CC=C(C=C1)C(C=CC1=CC=CC=C1)=O (1-(4-iodophenyl)-3-phenylprop-2-en-1-one), C(CC(=O)OC)(=O)OC (dimethyl malonate). The product is IC1=CC=C(C=C1)C(CC(C1=CC=CC=C1)C(C(=O)OC)C(=O)OC)=O (dimethyl 2-(3-(4-iodophenyl)-3-oxo-1-phenylpropyl)malonate). As a reaction SMILES: [I:1][C:2]1[CH:7]=[CH:6][C:5]([C:8](=[O:17])[CH:9]=[CH:10][C:11]2[CH:16]=[CH:15][CH:14]=[CH:13][CH:12]=2)=[CH:4][CH:3]=1.[C:18]([O:25][CH3:26])(=[O:24])[CH2:19][C:20]([O:22][CH3:23])=[O:21]>>[I:1][C:2]1[CH:3]=[CH:4][C:5]([C:8](=[O:17])[CH2:9][CH:10]([CH:19]([C:18]([O:25][CH3:26])=[O:24])[C:20]([O:22][CH3:23])=[O:21])[C:11]2[CH:12]=[CH:13][CH:14]=[CH:15][CH:16]=2)=[CH:6][CH:7]=1. Procedure: By a procedure similar to that of example 1.59.2, starting from 1-(4-iodophenyl)-3-phenylprop-2-en-1-one and dimethyl malonate, dimethyl 2-(3-(4-iodophenyl)-3-oxo-1-phenylpropyl)malonate was obtained as yellowish solid. The reactants are FC=1C=C(CN)C=CC1OCC(F)(F)F (3-fluoro-4-(2,2,2-trifluoroethoxy)benzylamine), C1CCC(CC1)N=C=NC2CCCCC2 (DCC), C(=S)=S (carbon disulfide). The solvent is C(C)OCC (diethyl ether). Reaction conditions: temperature -10 celsius, time 3 hour. The product is FC=1C=C(CN=C=S)C=CC1OCC(F)(F)F (3-Fluoro-4-(2,2,2-trifluoroethoxy)benzyl isothiocyanate). RXN SMILES: [F:1][C:2]1[CH:3]=[C:4]([CH:7]=[CH:8][C:9]=1[O:10][CH2:11][C:12]([F:15])([F:14])[F:13])[CH2:5][NH2:6].C1CCC(N=C=NC2CCCCC2)CC1.[C:31](=S)=[S:32]>C(OCC)C>[F:1][C:2]1[CH:3]=[C:4]([CH:7]=[CH:8][C:9]=1[O:10][CH2:11][C:12]([F:13])([F:14])[F:15])[CH2:5][N:6]=[C:31]=[S:32]. Reported procedure: The crude 3-fluoro-4-(2,2,2-trifluoroethoxy)benzylamine (7.54 g) was added dropwise to a mixture of 7.45 g of DCC, 15 ml of carbon disulfide and 30 ml of diethyl ether with stirring at -10° C. The temperature of the mixture was returned to room temperature, and it was left to stand for 3 hours. The reaction mixture was filtered, and the residue was washed with ethyl ether and combined with the filtrate. The solvent was evaporated under reduced pressure. The resulting oily product was purified by... The reactants are C1(=CC=C(C=C1)CN1C2=C(C(C(=C1)C(=O)OCC)=S)CCC2)C2=CC=CC=C2 (Ethyl 1-(biphenyl-4-ylmethyl)-4-thioxo-4,5,6,7-tetrahydro-1H-cyclopenta[b]pyridine-3-carboxylate), Cl.FC1=C(C=CC=C1)NN (2-fluorophenylhydrazine hydrochloride), C([O-])([O-])=O.[K+].[K+] (potassium carbonate). The solvent is C(C)O (ethanol). Reaction conditions: time 24 hour. The product is C1(=CC=C(C=C1)CN1C2=C(C=3C(=C1)C(N(N3)C3=C(C=CC=C3)F)=O)CCC2)C2=CC=CC=C2 (5-(biphenyl-4-ylmethyl)-2-(2-fluorophenyl)-5,6,7,8-tetrahydrocyclopenta[b]pyrazolo[3,4-d]pyridine-3(2H)-one). As a reaction SMILES: [C:1]1([C:23]2[CH:28]=[CH:27][CH:26]=[CH:25][CH:24]=2)[CH:6]=[CH:5][C:4]([CH2:7][N:8]2[CH:13]=[C:12]([C:14](OCC)=[O:15])[C:11](=S)[C:10]3[CH2:20][CH2:21][CH2:22][C:9]2=3)=[CH:3][CH:2]=1.Cl.[F:30][C:31]1[CH:36]=[CH:35][CH:34]=[CH:33][C:32]=1[NH:37][NH2:38].C(=O)([O-])[O-].[K+].[K+]>C(O)C>[C:1]1([C:23]2[CH:24]=[CH:25][CH:26]=[CH:27][CH:28]=2)[CH:2]=[CH:3][C:4]([CH2:7][N:8]2[CH:13]=[C:12]3[C:14](=[O:15])[N:37]([C:32]4[CH:33]=[CH:34][CH:35]=[CH:36][C:31]=4[F:30])[N:38]=[C:11]3[C:10]3[CH2:20][CH2:21][CH2:22][C:9]2=3)=[CH:5][CH:6]=1 |f:1.2,3.4.5|. Procedure details: Ethyl 1-(biphenyl-4-ylmethyl)-4-thioxo-4,5,6,7-tetrahydro-1H-cyclopenta[b]pyridine-3-carboxylate (0.30 g, 0.77 mmol) was suspended in ethanol (10 mL) and treated with 2-fluorophenylhydrazine hydrochloride (0.38 g, 2.3 mmol, 3 equiv) and potassium carbonate (0.64 g, 4.6 mmol, 6 equiv). The mixture was placed into a preheated oil bath at 80° C. for 24 hours, cooled to ambient temperature and concentrated in vacuo. The residue was treated with water (20 mL) and extracted with ethyl acetate (2×50 mL... Reactants: O=C([O-])[O-], C1COCCO1, O=C(C=Cc1ccccc1)C=Cc1ccccc1, O=C(C=Cc1ccccc1)C=Cc1ccccc1, O=C(C=Cc1ccccc1)C=Cc1ccccc1, CN1C(=O)C2(CC2)CN(C2CCCC2)c2nc(Cl)ncc21, [Cs+], [Cs+], CN1CCC(NC(=O)c2cc(Cl)c(N)cc2F)CC1, [Pd+2]. Product: CN1CCC(NC(=O)c2cc(Cl)c(Nc3ncc4c(n3)N(C3CCCC3)CC3(CC3)C(=O)N4C)cc2F)CC1. RXN SMILES: [C:41](=[O:42])([O-:43])[O-:44].[CH2:47]1[O:48][CH2:49][CH2:50][O:51][CH2:52]1.[CH:54](=[CH:55][C:56]([CH:57]=[CH:58][c:59]1[cH:60][cH:61][cH:62][cH:63][cH:64]1)=[O:65])[c:66]1[cH:67][cH:68][cH:69][cH:70][cH:71]1.[CH:72](=[CH:73][C:74]([CH:75]=[CH:76][c:77]1[cH:78][cH:79][cH:80][cH:81][cH:82]1)=[O:83])[c:84]1[cH:85][cH:86][cH:87][cH:88][cH:89]1.[CH:90](=[CH:91][C:92]([CH:93]=[CH:94][c:95]1[cH:96][cH:97][cH:98][cH:99][cH:100]1)=[O:101])[c:102]1[cH:103][cH:104][cH:105][cH:106][cH:107]1.[Cl:1][c:2]1[n:3][cH:4][c:5]2[c:13]([n:14]1)[N:12]([CH:15]1[CH2:16][CH2:17][CH2:18][CH2:19]1)[CH2:11][C:8]1([C:7](=[O:20])[N:6]2[CH3:21])[CH2:9][CH2:10]1.[Cs+:45].[Cs+:46].[NH2:22][c:23]1[cH:24][c:25]([F:40])[c:26]([C:27](=[O:28])[NH:29][CH:30]2[CH2:31][CH2:32][N:33]([CH3:36])[CH2:34][CH2:35]2)[cH:37][c:38]1[Cl:39].[Pd+2:53]>>[c:2]1([NH:22][c:23]2[cH:24][c:25]([F:40])[c:26]([C:27](=[O:28])[NH:29][CH:30]3[CH2:31][CH2:32][N:33]([CH3:36])[CH2:34][CH2:35]3)[cH:37][c:38]2[Cl:39])[n:3][cH:4][c:5]2[c:13]([n:14]1)[N:12]([CH:15]1[CH2:16][CH2:17][CH2:18][CH2:19]1)[CH2:11][C:8]1([C:7](=[O:20])[N:6]2[CH3:21])[CH2:9][CH2:10]1. The reactants are COC=1C=C(C=CC1)C12CCCC(N(C1C)CC1=CC=CC=C1)C2 (1-(3-methoxyphenyl)-6-benzyl-7-methyl-6-azabicyclo[3,2,1]octane), [H][H] (hydrogen). The reagents and catalysts are [Pd] (palladium). Solvent: C(C)(=O)O (acetic acid). Yields the product COC=1C=C(C=CC1)C12CCCC(NC1C)C2 (1-(3-methoxyphenyl)-7-methyl-6-azabicyclo[3,2,1]octane). Yield: 95.2%. RXN SMILES: [CH3:1][O:2][C:3]1[CH:4]=[C:5]([C:9]23[CH2:24][CH:13]([N:14](CC4C=CC=CC=4)[CH:15]2[CH3:16])[CH2:12][CH2:11][CH2:10]3)[CH:6]=[CH:7][CH:8]=1.[H][H]>[Pd].C(O)(=O)C>[CH3:1][O:2][C:3]1[CH:4]=[C:5]([C:9]23[CH2:24][CH:13]([NH:14][CH:15]2[CH3:16])[CH2:12][CH2:11][CH2:10]3)[CH:6]=[CH:7][CH:8]=1. Procedure: A mixture of 7.21 g of 1-(3-methoxyphenyl)-6-benzyl-7-methyl-6-azabicyclo[3,2,1]octane, 2.2 g of colloid palladium and 165 ml of acetic acid is shaken at room temperature for 2 hours in a hydrogen atmosphere under atmospheric pressure. After the reaction is completed, the mixture is filtered to remove the catalyst. The filtrate is then evaporated to remove solvent. Water is added to the residue, and the aqueous mixture is made alkaline with ammonia. Then, the aqueous mixture is extracted with et...